This data is from the Open Reaction Database (ORD), a public repository of structured organic reaction records. The task is: describe an organic reaction: reactants, conditions, products, and yield The reactants are [K].C1(C=2C(C(N1)=O)=CC=CC2)=O (Phthalimide potassium salt), C(C=C)Cl (allyl chloride). Solvent: CN(C)C=O (DMF). Yields the product C(C=C)N1C(C=2C(C1=O)=CC=CC2)=O (N-allylphthalimide). RXN SMILES: [K].[C:2]1(=[O:12])[NH:6][C:5](=[O:7])[C:4]2=[CH:8][CH:9]=[CH:10][CH:11]=[C:3]12.[CH2:13](Cl)[CH:14]=[CH2:15]>CN(C=O)C>[CH2:15]([N:6]1[C:2](=[O:12])[C:3]2=[CH:11][CH:10]=[CH:9][CH:8]=[C:4]2[C:5]1=[O:7])[CH:14]=[CH2:13] |f:0.1,^1:0|. Procedure details: Phthalimide potassium salt can be alkylated with allyl chloride in DMF to produce N-allylphthalimide. Under the Heck reaction conditions (Patel et al. 1977), N-allylphthalimide reacted with aryl bromide to give N-cinnamyl phthalimide. Upon treatment with hydrazine, cinnamyl amine was obtained from N-cinnamyl phthalimide (FIG. 28). Starting materials: COC1CCC(CC1)C=1SC2=C(N1)C=CC=C2 (2-(4-methoxy-cyclohexyl)-benzothiazole). The solvent is I (HI), O (water). Product: S1C(=NC2=C1C=CC=C2)C2CCC(CC2)O (4-BENZOTHIAZOL-2-YL-CYCLOHEXANOL). Yield: 80.0%. Reaction SMILES: C[O:2][CH:3]1[CH2:8][CH2:7][CH:6]([C:9]2[S:10][C:11]3[CH:17]=[CH:16][CH:15]=[CH:14][C:12]=3[N:13]=2)[CH2:5][CH2:4]1>I.O>[S:10]1[C:11]2[CH:17]=[CH:16][CH:15]=[CH:14][C:12]=2[N:13]=[C:9]1[CH:6]1[CH2:7][CH2:8][CH:3]([OH:2])[CH2:4][CH2:5]1. Procedure details: A solution of 2-(4-methoxy-cyclohexyl)-benzothiazole (1.2 g, 5.15 mmol) in HI (35%)(12 mL) was heated to 90° C. for 1 h. Then the reaction mixture was diluted with water (20 mL), extracted with EtOAc (2×) and the separated organic layer was washed with brine (2×), dried over Na2SO4, and concentrated to give the desired product (960 mg, 4.12 mmol, 85% yield) as brown solid. Reactants: COc1ccc(CN(Cc2ccc(OC)cc2)c2ncc(-c3nc(N4CCOCC4)nc4c3CCN4)cn2)cc1, COc1ccc(CN(Cc2ccc(OC)cc2)c2ncc(-c3nc(N4CCOCC4)nc4c3CCN4C(=S)Nc3ccc(C(=O)N4CCN(C)CC4)cc3)cn2)cc1, S=C(Cl)Cl, CN1CCN(C(=O)c2ccc(N)cc2)CC1. Product: CN1CCN(C(=O)c2ccc(NC(=S)N3CCc4c(-c5cnc(N)nc5)nc(N5CCOCC5)nc43)cc2)CC1. Reaction SMILES: [CH3:1][O:2][c:3]1[cH:4][cH:5][c:6]([CH2:7][N:8]([CH2:9][c:10]2[cH:11][cH:12][c:13]([O:14][CH3:15])[cH:16][cH:17]2)[c:18]2[n:19][cH:20][c:21](-[c:22]3[c:23]4[c:27]([n:28][c:29]([N:30]5[CH2:31][CH2:32][O:33][CH2:34][CH2:35]5)[n:36]3)[NH:26][CH2:25][CH2:24]4)[cH:37][n:38]2)[cH:39][cH:40]1.[CH3:61][N:62]1[CH2:63][CH2:64][N:65]([C:68](=[O:69])[c:70]2[cH:71][cH:72][c:73]([NH:76][C:77](=[S:78])[N:79]3[CH2:80][CH2:81][c:82]4[c:83]3[n:84][c:85]([N:113]3[CH2:114][CH2:115][O:116][CH2:117][CH2:118]3)[n:86][c:87]4-[c:88]3[cH:89][n:90][c:91]([N:94]([CH2:95][c:96]4[cH:97][cH:98][c:99]([O:100][CH3:101])[cH:102][cH:103]4)[CH2:104][c:105]4[cH:106][cH:107][c:108]([O:109][CH3:110])[cH:111][cH:112]4)[n:92][cH:93]3)[cH:74][cH:75]2)[CH2:66][CH2:67]1.[Cl:57][C:58](=[S:59])[Cl:60].[NH2:41][c:42]1[cH:43][cH:44][c:45]([C:46]([N:47]2[CH2:48][CH2:49][N:50]([CH3:51])[CH2:52][CH2:53]2)=[O:54])[cH:55][cH:56]1>>[CH3:61][N:62]1[CH2:63][CH2:64][N:65]([C:68](=[O:69])[c:70]2[cH:71][cH:72][c:73]([NH:76][C:77](=[S:78])[N:79]3[CH2:80][CH2:81][c:82]4[c:83]3[n:84][c:85]([N:113]3[CH2:114][CH2:115][O:116][CH2:117][CH2:118]3)[n:86][c:87]4-[c:88]3[cH:89][n:90][c:91]([NH2:94])[n:92][cH:93]3)[cH:74][cH:75]2)[CH2:66][CH2:67]1. Starting materials: C(=O)NC=1SC=C(N1)C(C(=O)NC1[C@@H]2N(C(=C(CS2)Cl)C(=O)OCC2=CC=C(C=C2)[N+](=O)[O-])C1=O)=NOCCC (4-nitrobenzyl 7-[2-(2-formamidothiazol-4-yl)-2-n-propoxyiminoacetamido]-3-chloro-3-cephem-4-carboxylate), CO (methanol), O (water). Reagents/catalysts: [C].[Pd] (palladium carbon). Solvent: O1CCCC1 (tetrahydrofuran). Product: C(=O)NC=1SC=C(N1)C(C(=O)NC1[C@@H]2N(C(=C(CS2)Cl)C(=O)O)C1=O)=NOCCC (7-[2-(2-formamidothiazol-4-yl)-2-n-propoxyiminoacetamido]-3-chloro-3-cephem-4-carboxylic acid). Isolated yield 85.7%. As a reaction SMILES: [CH:1]([NH:3][C:4]1[S:5][CH:6]=[C:7]([C:9](=[N:36][O:37][CH2:38][CH2:39][CH3:40])[C:10]([NH:12][CH:13]2[C:34](=[O:35])[N:15]3[C:16]([C:21]([O:23]CC4C=CC([N+]([O-])=O)=CC=4)=[O:22])=[C:17]([Cl:20])[CH2:18][S:19][C@H:14]23)=[O:11])[N:8]=1)=[O:2].CO.O>[C].[Pd].O1CCCC1>[CH:1]([NH:3][C:4]1[S:5][CH:6]=[C:7]([C:9](=[N:36][O:37][CH2:38][CH2:39][CH3:40])[C:10]([NH:12][CH:13]2[C:34](=[O:35])[N:15]3[C:16]([C:21]([OH:23])=[O:22])=[C:17]([Cl:20])[CH2:18][S:19][C@H:14]23)=[O:11])[N:8]=1)=[O:2] |f:3.4|. Reported procedure: A suspension of 4-nitrobenzyl 7-[2-(2-formamidothiazol-4-yl)-2-n-propoxyiminoacetamido]-3-chloro-3-cephem-4-carboxylate (syn isomer, 2.4 g.), 10% palladium carbon (1.0 g.), methanol (24 ml.), water (3.6 ml.) and tetrahydrofuran (48 ml.) was subjected to catalytic reduction under ordinary pressure at room temperature. After removing insoluble substance by filtration, the filtrate was concentrated in vacuo. Water and ethyl acetate were added to the residue, and subjected to pH 8 with a saturated a... The reactants are BrCCSC=1SC(=C(N1)C1=CC=C(C=C1)OC)C1=CC=C(C=C1)OC (2-(2-bromoethylthio)-4,5-bis-(p-methoxyphenyl)-thiazole), [OH-].C(CCC)[N+](CCCC)(CCCC)CCCC (tetrabutylammonium hydroxide). The solvent is C1(=CC=CC=C1)C (toluene), O (water). The product is C(=C)SC=1SC(=C(N1)C1=CC=C(C=C1)OC)C1=CC=C(C=C1)OC (2-Vinylthio-4,5-bis-(p-methoxyphenyl)-thiazole). RXN SMILES: Br[CH2:2][CH2:3][S:4][C:5]1[S:6][C:7]([C:18]2[CH:23]=[CH:22][C:21]([O:24][CH3:25])=[CH:20][CH:19]=2)=[C:8]([C:10]2[CH:15]=[CH:14][C:13]([O:16][CH3:17])=[CH:12][CH:11]=2)[N:9]=1.[OH-].C([N+](CCCC)(CCCC)CCCC)CCC>C1(C)C=CC=CC=1.O>[CH:3]([S:4][C:5]1[S:6][C:7]([C:18]2[CH:23]=[CH:22][C:21]([O:24][CH3:25])=[CH:20][CH:19]=2)=[C:8]([C:10]2[CH:11]=[CH:12][C:13]([O:16][CH3:17])=[CH:14][CH:15]=2)[N:9]=1)=[CH2:2] |f:1.2|. Procedure details: 0.8 g of 2-(2-bromoethylthio)-4,5-bis-(p-methoxyphenyl)-thiazole are dissolved in 20 ml of toluene. 2 ml of a 30% strength solution of tetrabutylammonium hydroxide in water are added and the mixture is heated under reflux for 2 hours while stirring vigorously. The mixture is then allowed to cool, the organic phase is separated off, washed twice with 10 ml of water each time, dried over sodium sulphate and concentrated to dryness by evaporation. The crude product is purified by chromatography ove... Reaction conditions: temperature -60 celsius, time 0.5 hour. Starting materials: C(C=CC1=CC=CC=C1)=O (cinnamaldehyde), C([O-])([O-])=O.[K+].[K+] (potassium carbonate), liquid, CNC (dimethylamine). Solvent: CCOCC (ether), CCOCC (ether). Reported procedure: A mixture of 19.6 mL (20.0 grams, 149 mmol) of cinnamaldehyde, 40.6 grams (298 mmol) of potassium carbonate, and 150 mL of ether was cooled to −60° C. and treated with a prechilled (−78° C.) solution of 17.8 mL (13.5 grams, 300 mmol) of liquid dimethylamine, condensed from the gas at −78° C., in 20 mL of ether. After stirring for 0.5 hours at −60° C., the mixture was allowed to slowly warm to room temperature and then stirred for an additional 3 hours. The mixture was filtered, concentrated, and... Product: CN(\C=C\CC1=CC=CC=C1)C (N,N-Dimethyl-3-phenyl-(E)-1-propene-1-amine). The yield is 42.0%. As a reaction SMILES: [CH:1](=O)[CH:2]=[CH:3][C:4]1[CH:9]=[CH:8][CH:7]=[CH:6][CH:5]=1.C(=O)([O-])[O-].[K+].[K+].[CH3:17][NH:18][CH3:19]>CCOCC>[CH3:17][N:18]([CH3:19])/[CH:1]=[CH:2]/[CH2:3][C:4]1[CH:9]=[CH:8][CH:7]=[CH:6][CH:5]=1 |f:1.2.3|. Yields the product C(C)OC1=C(C2=C(C3C(O2)CC(CC3)C=C)C=C1)F (7-ethoxy-6-fluoro-3-vinyl-1,2,3,4,4a,9b-hexahydrodibenzofuran). RXN SMILES: [CH3:1]C(C)([O-])C.[K+].[CH2:7]([O:9][C:10]1[CH:24]=[CH:23][C:13]2[CH:14]3[CH2:20][CH2:19][CH:18]([CH:21]=O)[CH2:17][CH:15]3[O:16][C:12]=2[C:11]=1[F:25])[CH3:8].O.Cl>[Br-].C[P+](C1C=CC=CC=1)(C1C=CC=CC=1)C1C=CC=CC=1.C1COCC1>[CH2:7]([O:9][C:10]1[CH:24]=[CH:23][C:13]2[CH:14]3[CH2:20][CH2:19][CH:18]([CH:21]=[CH2:1])[CH2:17][CH:15]3[O:16][C:12]=2[C:11]=1[F:25])[CH3:8] |f:0.1,5.6|. The reagents and catalysts are [Br-].C[P+](C1=CC=CC=C1)(C1=CC=CC=C1)C1=CC=CC=C1 (methyltriphenylphosphonium bromide). Reported procedure: 5.0 g (14.0 mmol) of methyltriphenylphosphonium bromide are initially introduced in 50 ml of THF, and 1.60 g (14.3 mmol) of potassium tert-butoxide in 20 ml of THF are added at −5° C. After 1 h at this temperature, 3.40 g (12.9 mmol) of (±)-(3R*, 4aR*, 9bS*)-7-ethoxy-6-fluoro-1,2,3,4,4a,9b-hexahydrodibenzofuran-3-carbaldehyde as a solution in 30 ml of THF are added dropwise, and the batch is stirred at room temperature for 16 h. The reaction solution is hydrolysed using water and acidified using... Conditions: time 16 hour. Solvent: C1CCOC1 (THF), C1CCOC1 (THF), C1CCOC1 (THF). Starting materials: Cl (HCl), CC(C)([O-])C.[K+] (potassium tert-butoxide), O (water), C(C)OC1=C(C2=C(C3C(O2)CC(CC3)C=O)C=C1)F (7-ethoxy-6-fluoro-1,2,3,4,4a,9b-hexahydrodibenzofuran-3-carbaldehyde). The reactants are [Br-], C1CCOC1, [Mg+]C1CCCC1, COc1ccc2cc(C(=O)c3c[nH]cn3)ccc2c1. Product: COc1ccc2cc(C(O)(c3c[nH]cn3)C3CCCC3)ccc2c1. RXN SMILES: [Br-:20].[CH2:27]1[O:28][CH2:29][CH2:30][CH2:31]1.[CH:21]1([Mg+:26])[CH2:22][CH2:23][CH2:24][CH2:25]1.[nH:1]1[cH:2][n:3][c:4]([C:6](=[O:7])[c:8]2[cH:9][c:10]3[cH:11][cH:12][c:13]([O:18][CH3:19])[cH:14][c:15]3[cH:16][cH:17]2)[cH:5]1>>[nH:1]1[cH:2][n:3][c:4]([C:6]([OH:7])([c:8]2[cH:9][c:10]3[cH:11][cH:12][c:13]([O:18][CH3:19])[cH:14][c:15]3[cH:16][cH:17]2)[CH:21]2[CH2:22][CH2:23][CH2:24][CH2:25]2)[cH:5]1. Starting materials: CCCCc1nc2c(N)nc3cc(Br)ccc3c2n1CC(C)C, OB(O)C=Cc1ccccc1. Product: CCCCc1nc2c(N)nc3cc(C=Cc4ccccc4)ccc3c2n1CC(C)C. As a reaction SMILES: [Br:1][c:2]1[cH:3][cH:4][c:5]2[c:6]3[c:7]([c:8]([NH2:12])[n:9][c:10]2[cH:11]1)[n:13][c:14]([CH2:20][CH2:21][CH2:22][CH3:23])[n:15]3[CH2:16][CH:17]([CH3:18])[CH3:19].[c:24]1([CH:30]=[CH:31][B:32]([OH:33])[OH:34])[cH:25][cH:26][cH:27][cH:28][cH:29]1>>[c:2]1([CH:31]=[CH:30][c:24]2[cH:25][cH:26][cH:27][cH:28][cH:29]2)[cH:3][cH:4][c:5]2[c:6]3[c:7]([c:8]([NH2:12])[n:9][c:10]2[cH:11]1)[n:13][c:14]([CH2:20][CH2:21][CH2:22][CH3:23])[n:15]3[CH2:16][CH:17]([CH3:18])[CH3:19]. Procedure: 5.20 g (14 mmol) of 7-chloro-4,5-dihydro-3-iodo-5-methyl-6H-imidazo[1,5-a][1,4]benzodiazepin-6-one were heated to boiling under reflux for 4 hours with 1.04 g (18.5 mmol) of propargyl alcohol, 70 mg of bis-(triphenyl -phosphine)-palladium(II) dichloride and 10 mg of copper(I) iodide in 35 ml of diethylamine. The reaction mixture was evaporated and the residue was suspended in methylene chloride. The suspension was suction filtered and the suction filter cake was washed with ethyl acetate. After ... The reactants are C(C#C)O (propargyl alcohol), ClC1=CC=CC2=C1C(N(CC=1N2C=NC1I)C)=O (7-chloro-4,5-dihydro-3-iodo-5-methyl-6H-imidazo[1,5-a][1,4]benzodiazepin-6-one). As a reaction SMILES: [Cl:1][C:2]1[C:7]2[C:8](=[O:18])[N:9]([CH3:17])[CH2:10][C:11]3[N:12]([CH:13]=[N:14][C:15]=3I)[C:6]=2[CH:5]=[CH:4][CH:3]=1.[CH2:19]([OH:22])[C:20]#[CH:21]>C(NCC)C.Cl[Pd](Cl)([P](C1C=CC=CC=1)(C1C=CC=CC=1)C1C=CC=CC=1)[P](C1C=CC=CC=1)(C1C=CC=CC=1)C1C=CC=CC=1.[Cu]I>[Cl:1][C:2]1[C:7]2[C:8](=[O:18])[N:9]([CH3:17])[CH2:10][C:11]3[N:12]([CH:13]=[N:14][C:15]=3[C:21]#[C:20][CH2:19][OH:22])[C:6]=2[CH:5]=[CH:4][CH:3]=1 |^1:30,49|. The solvent is C(C)NCC (diethylamine). The reagents and catalysts are Cl[Pd]([P](C1=CC=CC=C1)(C2=CC=CC=C2)C3=CC=CC=C3)([P](C4=CC=CC=C4)(C5=CC=CC=C5)C6=CC=CC=C6)Cl (bis-(triphenyl -phosphine)-palladium(II) dichloride), [Cu]I (copper(I) iodide). The product is ClC1=CC=CC2=C1C(N(CC=1N2C=NC1C#CCO)C)=O (7-chloro-4,5-dihydro-3-(3-hydroxy-1-propynyl)-5-methyl-6H -imidazo[1,5-a][1,4]benzodiazepin-6-one).